From a dataset of the Open Reaction Database (ORD), a public repository of structured organic reaction records. describe an organic reaction: reactants, conditions, products, and yield Starting materials: O1CCN(CC1)[C@@H]1CC[C@H](CC1)NC([O-])=O (trans 4-morpholinocyclohexylcarbamate), N1CCOCC1 (morpholine), O=C1CCC(CC1)NC(OC(C)(C)C)=O (tert-butyl 4-oxocyclohexylcarbamate), [BH4-].[Na+] (sodium borohydride). Run in CC([O-])C.[Ti+4].CC([O-])C.CC([O-])C.CC([O-])C (titanium(IV) isopropoxide), CO (methanol). The product is O1CCN(CC1)[C@H]1CC[C@H](CC1)NC(OC(C)(C)C)=O (tert-butyl cis-4-morpholinocyclohexylcarbamate). As a reaction SMILES: [NH:1]1[CH2:6][CH2:5][O:4][CH2:3][CH2:2]1.O=[C:8]1[CH2:13][CH2:12][CH:11]([NH:14][C:15](=[O:21])[O:16][C:17]([CH3:20])([CH3:19])[CH3:18])[CH2:10][CH2:9]1.[BH4-].[Na+].O1CCN([C@H]2CC[C@H](NC(=O)[O-])CC2)CC1>CC(C)[O-].[Ti+4].CC(C)[O-].CC(C)[O-].CC(C)[O-].CO>[O:4]1[CH2:5][CH2:6][N:1]([C@@H:8]2[CH2:9][CH2:10][C@H:11]([NH:14][C:15](=[O:21])[O:16][C:17]([CH3:19])([CH3:18])[CH3:20])[CH2:12][CH2:13]2)[CH2:2][CH2:3]1 |f:2.3,5.6.7.8.9|. Procedure details: To a mixture of morpholine (4.08 ml) and tert-butyl 4-oxocyclohexylcarbamate (10 g) stirred for 24 hours at room temperature in titanium(IV) isopropoxide (27.5 ml), methanol (10 ml) was added followed by careful addition of sodium borohydride (3.55 g). The reaction mixture was quenched with water, extracted with ether (2×100 mL), dried over magnesium sulfate, filtered and concentrated. The crude product was purified by FC (silica gel 200 g, 30%-100% acetone/hexanes) providing two products, the t... Starting materials: CCOC(=O)N1c2cc(OC)c(OC)cc2C(NCc2ccccc2)CC1C(C)C, COC(=O)Cl, ClCCl, [K+], [OH-], O, c1ccncc1. The product is CCOC(=O)N1c2cc(OC)c(OC)cc2C(N(Cc2ccccc2)C(=O)OC)CC1C(C)C. RXN SMILES: [CH2:1]([CH3:2])[O:3][C:4](=[O:5])[N:6]1[CH:7]([CH:28]([CH3:29])[CH3:30])[CH2:8][CH:9]([NH:20][CH2:21][c:22]2[cH:23][cH:24][cH:25][cH:26][cH:27]2)[c:10]2[cH:11][c:12]([O:18][CH3:19])[c:13]([O:16][CH3:17])[cH:14][c:15]21.[Cl:37][C:38](=[O:39])[O:40][CH3:41].[Cl:44][CH2:45][Cl:46].[K+:43].[OH-:42].[OH2:47].[cH:31]1[cH:32][cH:33][n:34][cH:35][cH:36]1>>[CH2:1]([CH3:2])[O:3][C:4](=[O:5])[N:6]1[CH:7]([CH:28]([CH3:29])[CH3:30])[CH2:8][CH:9]([N:20]([CH2:21][c:22]2[cH:23][cH:24][cH:25][cH:26][cH:27]2)[C:38](=[O:39])[O:40][CH3:41])[c:10]2[cH:11][c:12]([O:18][CH3:19])[c:13]([O:16][CH3:17])[cH:14][c:15]21. The reactants are [H][H] (hydrogen), C1(=CC=CC=C1)C (toluene), tris(triphenyl)phosphine rhodium chloride, C1(=CC=CC=C1)P(C1=CC=CC=C1)C1=CC=CC=C1 (triphenylphosphine). Yields the product C=CC=C.C=CC1=CC=CC=C1 (butadiene styrene copolymer). RXN SMILES: [H][H].[C:3]1(P([C:16]2[CH:21]=[CH:20][CH:19]=[CH:18][CH:17]=2)C2C=CC=CC=2)[CH:8]=CC=[CH:5][CH:4]=1.[C:22]1(C)C=CC=C[CH:23]=1>>[CH2:8]=[CH:3][CH:4]=[CH2:5].[CH2:22]=[CH:23][C:16]1[CH:17]=[CH:18][CH:19]=[CH:20][CH:21]=1 |f:3.4|. Reported procedure: A 13 weight percent butadiene styrene copolymer (50 grams), which was prepared by following the suspension polymerization procedure described above, was hydrogenated in toluene (250 milliliters) under 1,000 psi hydrogen using tris(triphenyl)phosphine rhodium chloride (0.9 gram) and triphenylphosphine (7 grams) at 100° C. for 3 days. The polymer was precipitated into methanol, filtered and then vacuum dried. The Tg of the resultant polymer was 60.3° C. compared with 58.1° C. of the starting polym... Starting materials: O=C([O-])[O-], CS(C)=O, Cl, COC(=O)CS(=O)(=O)CCC(F)(F)F, FC(F)(F)CCI, [K+], [K+]. Product: COC(=O)C(CCC(F)(F)F)S(=O)(=O)CCC(F)(F)F. RXN SMILES: [C:22](=[O:23])([O-:24])[O-:25].[CH3:29][S:30]([CH3:31])=[O:32].[ClH:28].[F:8][C:9]([CH2:10][CH2:11][S:12](=[O:13])(=[O:14])[CH2:15][C:16](=[O:17])[O:18][CH3:19])([F:20])[F:21].[I:1][CH2:2][CH2:3][C:4]([F:5])([F:6])[F:7].[K+:26].[K+:27]>>[CH2:2]([CH2:3][C:4]([F:5])([F:6])[F:7])[CH:15]([S:12]([CH2:11][CH2:10][C:9]([F:8])([F:20])[F:21])(=[O:13])=[O:14])[C:16](=[O:17])[O:18][CH3:19]. The reactants are COC(=O)COc1ccc(F)c(Cc2c[nH]c3ncc(-c4cccnc4)cc23)c1F, Cl, [K+], C1CCOC1, [OH-], O. As a reaction SMILES: [CH3:1][O:2][C:3]([CH2:4][O:5][c:6]1[c:7]([F:29])[c:8]([CH2:13][c:14]2[cH:15][nH:16][c:17]3[n:18][cH:19][c:20](-[c:23]4[cH:24][n:25][cH:26][cH:27][cH:28]4)[cH:21][c:22]23)[c:9]([F:12])[cH:10][cH:11]1)=[O:30].[ClH:34].[K+:32].[O:35]1[CH2:36][CH2:37][CH2:38][CH2:39]1.[OH-:31].[OH2:33]>>[O:2]=[C:3]([CH2:4][O:5][c:6]1[c:7]([F:29])[c:8]([CH2:13][c:14]2[cH:15][nH:16][c:17]3[n:18][cH:19][c:20](-[c:23]4[cH:24][n:25][cH:26][cH:27][cH:28]4)[cH:21][c:22]23)[c:9]([F:12])[cH:10][cH:11]1)[OH:30]. Yields the product O=C(O)COc1ccc(F)c(Cc2c[nH]c3ncc(-c4cccnc4)cc23)c1F. Starting materials: COC=1C(=CC2=C(C(OC(N2C)=O)=O)C1)OC (6,7-dimethoxy-1-methyl-1,2-dihydro-4H-3,1-benzoxazine-2,4-dione), COC=1C(=CC2=C(C(OC(N2)=O)=O)C1)OC (6,7-dimethoxy-1,2-dihydro-4H-3,1-benzoxazine-2,4-dione). Product: COC=1C(=CC2=C(C(NCC(N2)=O)=O)C1)OC (7,8-dimethoxy-3,4-dihydro-1H-1,4-benzodiazepine-2,5-dione). The yield is 54.0%. As a reaction SMILES: [CH3:1][O:2][C:3]1[C:4]([O:16][CH3:17])=[CH:5][C:6]2[N:11](C)[C:10](=[O:13])[O:9][C:8](=O)[C:7]=2[CH:15]=1.COC1C(OC)=CC2[NH:28][C:27](=O)OC(=O)C=2C=1>>[CH3:1][O:2][C:3]1[C:4]([O:16][CH3:17])=[CH:5][C:6]2[NH:11][C:10](=[O:13])[CH2:27][NH:28][C:8](=[O:9])[C:7]=2[CH:15]=1. Procedure: By replacing 6,7-dimethoxy-1-methyl-11,2-dihydro-4H-3,1-benzoxazine-2,4-dione (XVI) in example XVIIaa by 6,7-dimethoxy-1,2-dihydro-4H-3,1-benzoxazine-2,4-dione (XV) and proceeding in the same manner, the abovenamed product is obtained. Yield: 54%. 1H-NMR (DMSO, 300 MHz): d 3.55 (d, J=5.3, 2H, CH2), 3.77 (s, 6H, 2×OCH3), 6.16 (s, 1H Ar), 6.67 (s, 1H Ar), 8.34 (t, J=5.3, 1H, NH), 10.07 (s, 1H, NH).